Dataset: the Open Reaction Database (ORD), a public repository of structured organic reaction records. Task: describe an organic reaction: reactants, conditions, products, and yield Starting materials: BrCc1cccc(Br)c1, CCc1cnc(NCCc2csc(SC(C)(C)C(=O)OC(C)(C)C)n2)nc1, CC(C)(C)[O-], CN(C)C=O, [K+], O. Yields the product CCc1cnc(N(CCc2csc(SC(C)(C)C(=O)OC(C)(C)C)n2)Cc2cccc(Br)c2)nc1. RXN SMILES: [Br:28][c:29]1[cH:30][c:31]([CH2:35][Br:36])[cH:32][cH:33][cH:34]1.[C:1]([CH3:2])([CH3:3])([CH3:4])[O:5][C:6]([C:7]([CH3:8])([CH3:9])[S:10][c:11]1[s:12][cH:13][c:14]([CH2:16][CH2:17][NH:18][c:19]2[n:20][cH:21][c:22]([CH2:25][CH3:26])[cH:23][n:24]2)[n:15]1)=[O:27].[CH3:37][C:38]([CH3:39])([O-:40])[CH3:41].[CH3:44][N:45]([CH3:46])[CH:47]=[O:48].[K+:42].[OH2:43]>>[C:1]([CH3:2])([CH3:3])([CH3:4])[O:5][C:6]([C:7]([CH3:8])([CH3:9])[S:10][c:11]1[s:12][cH:13][c:14]([CH2:16][CH2:17][N:18]([c:19]2[n:20][cH:21][c:22]([CH2:25][CH3:26])[cH:23][n:24]2)[CH2:35][c:31]2[cH:30][c:29]([Br:28])[cH:34][cH:33][cH:32]2)[n:15]1)=[O:27]. The reactants are CCO, Cc1cccc(N=C=S)c1N1CCOCC1, N. Product: Cc1cccc(NC(N)=S)c1N1CCOCC1. Reaction SMILES: [CH3:18][CH2:19][OH:20].[CH3:1][c:2]1[c:3]([N:11]2[CH2:12][CH2:13][O:14][CH2:15][CH2:16]2)[c:4]([N:8]=[C:9]=[S:10])[cH:5][cH:6][cH:7]1.[NH3:17]>>[CH3:1][c:2]1[c:3]([N:11]2[CH2:12][CH2:13][O:14][CH2:15][CH2:16]2)[c:4]([NH:8][C:9](=[S:10])[NH2:17])[cH:5][cH:6][cH:7]1. Starting materials: CN1C=NC(=C1)S(=O)(=O)Cl (1-Methyl-1H-imidazole-4-sulfonyl chloride), N1(CCC1)C1CCC=2C=CC(=CC2C1CC1=CC=CC=C1)CN (7-(Azetidin-1-yl)-8-benzyl-5,6,7,8-tetrahydronaphthalen-2-ylmethanamine). Reagents/catalysts: CN(C)C1=CC=NC=C1 (N,N-dimethyl-4-aminopyridine). Run in ClCCl (dichloromethane), ClCCl (dichloromethane), ClCCl (dichloromethane). Conditions: time 12 hour. Yields the product N1(CCC1)C1CCC=2C=CC(=CC2C1CC1=CC=CC=C1)CNS(=O)(=O)C=1N=CN(C1)C (N-{[7-(Azetidin-1-yl)-8-benzyl-5,6,7,8-tetrahydronaphthalen-2-yl]methyl}-1-methyl-1H-imidazole-4-sulfonamide). Reaction SMILES: [N:1]1([CH:5]2[CH:14]([CH2:15][C:16]3[CH:21]=[CH:20][CH:19]=[CH:18][CH:17]=3)[C:13]3[CH:12]=[C:11]([CH2:22][NH2:23])[CH:10]=[CH:9][C:8]=3[CH2:7][CH2:6]2)[CH2:4][CH2:3][CH2:2]1.[CH3:24][N:25]1[CH:29]=[C:28]([S:30](Cl)(=[O:32])=[O:31])[N:27]=[CH:26]1>CN(C1C=CN=CC=1)C.ClCCl>[N:1]1([CH:5]2[CH:14]([CH2:15][C:16]3[CH:17]=[CH:18][CH:19]=[CH:20][CH:21]=3)[C:13]3[CH:12]=[C:11]([CH2:22][NH:23][S:30]([C:28]4[N:27]=[CH:26][N:25]([CH3:24])[CH:29]=4)(=[O:32])=[O:31])[CH:10]=[CH:9][C:8]=3[CH2:7][CH2:6]2)[CH2:4][CH2:3][CH2:2]1. Reported procedure: (7-(Azetidin-1-yl)-8-benzyl-5,6,7,8-tetrahydronaphthalen-2-ylmethanamine (250 mg, 0.816 mmol) and N,N-dimethyl-4-aminopyridine (199 mg, 1.632 mmol) were dissolved in dichloromethane (18 mL). 1-Methyl-1H-imidazole-4-sulfonyl chloride (147 mg, 0.816 mmol) dissolved in dichloromethane (2 mL) was added dropwise. The reaction mixture was stirred at room temperature for 12 h. The reaction mixture was diluted with dichloromethane (20 mL) and washed successively with saturated ammonium chloride (3×15 mL... The reactants are CCO, Cc1cc2c(s1)C(=O)Nc1cccnc1N2C(=O)CCl, CN1CCNCC1, C1COCCO1. The product is Cc1cc2c(s1)C(=O)Nc1cccnc1N2C(=O)CN1CCN(C)CC1. RXN SMILES: [CH2:28]([OH:29])[CH3:30].[CH3:1][c:2]1[cH:3][c:4]2[c:10]([s:11]1)[C:9](=[O:12])[NH:8][c:7]1[c:6]([n:16][cH:15][cH:14][cH:13]1)[N:5]2[C:17]([CH2:18][Cl:19])=[O:20].[CH3:21][N:22]1[CH2:23][CH2:24][NH:25][CH2:26][CH2:27]1.[O:31]1[CH2:32][CH2:33][O:34][CH2:35][CH2:36]1>>[CH3:1][c:2]1[cH:3][c:4]2[c:10]([s:11]1)[C:9](=[O:12])[NH:8][c:7]1[c:6]([n:16][cH:15][cH:14][cH:13]1)[N:5]2[C:17]([CH2:18][N:25]1[CH2:24][CH2:23][N:22]([CH3:21])[CH2:27][CH2:26]1)=[O:20]. Reactants: BrCCOC=1C=C(C=CC1)C1=NOC2=C1SC=C2 (3-[3-(2-bromo-ethoxy)-phenyl]-thieno[2,3-d]isoxazole), C([O-])([O-])=O.[K+].[K+] (potassium carbonate), C12(CC3CC(CC(C1)C3)C2)N (1-adamantanamine). Run in C(C)#N (acetonitrile). Run at time 8 hour. The product is C12(CC3CC(CC(C1)C3)C2)NCCOC2=CC(=CC=C2)C2=NOC3=C2SC=C3 (adamantan-1-yl-[2-(3-thieno[2,3-d]isoxazol-3-yl-phenoxy)-ethyl]-amine). As a reaction SMILES: Br[CH2:2][CH2:3][O:4][C:5]1[CH:6]=[C:7]([C:11]2[C:15]3[S:16][CH:17]=[CH:18][C:14]=3[O:13][N:12]=2)[CH:8]=[CH:9][CH:10]=1.C(=O)([O-])[O-].[K+].[K+].[C:25]12([NH2:35])[CH2:34][CH:29]3[CH2:30][CH:31]([CH2:33][CH:27]([CH2:28]3)[CH2:26]1)[CH2:32]2>C(#N)C>[C:25]12([NH:35][CH2:2][CH2:3][O:4][C:5]3[CH:10]=[CH:9][CH:8]=[C:7]([C:11]4[C:15]5[S:16][CH:17]=[CH:18][C:14]=5[O:13][N:12]=4)[CH:6]=3)[CH2:32][CH:31]3[CH2:30][CH:29]([CH2:28][CH:27]([CH2:33]3)[CH2:26]1)[CH2:34]2 |f:1.2.3|. Procedure: The title compound is prepared from 3-[3-(2-bromo-ethoxy)-phenyl]-thieno[2,3-d]isoxazole, potassium carbonate, 1-adamantanamine and acetonitrile essentially as described above in example 18 except that the reaction is run overnight and the compound is purified by column chromatography using a graded solvent mixture of 5% ethyl acetate in DCM to 10% methanol in ethyl acetate. Purity by LC/MS (APCI)=97%, [M+H]+=395.